Dataset: the Open Reaction Database (ORD), a public repository of structured organic reaction records. Task: describe an organic reaction: reactants, conditions, products, and yield The solvent is C(C)(=O)OCC (ethyl acetate), CN(C(C)=O)C (N,N-dimethylacetamide). As a reaction SMILES: [NH2:1][C:2]1[S:3][C:4]2[C:9]([N:10]=1)=[CH:8][CH:7]=[C:6]([O:11][C:12]1[CH:13]=[C:14]([NH:19][C:20](=[O:32])[C:21]3[CH:26]=[CH:25][CH:24]=[C:23]([C:27]([C:30]#[N:31])([CH3:29])[CH3:28])[CH:22]=3)[CH:15]=[CH:16][C:17]=1[Cl:18])[N:5]=2.[Cl:33][CH2:34][C:35](Cl)=[O:36]>CN(C)C(=O)C.C(OCC)(=O)C>[Cl:18][C:17]1[CH:16]=[CH:15][C:14]([NH:19][C:20](=[O:32])[C:21]2[CH:26]=[CH:25][CH:24]=[C:23]([C:27]([C:30]#[N:31])([CH3:28])[CH3:29])[CH:22]=2)=[CH:13][C:12]=1[O:11][C:6]1[N:5]=[C:4]2[S:3][C:2]([NH:1][C:35](=[O:36])[CH2:34][Cl:33])=[N:10][C:9]2=[CH:8][CH:7]=1. Run at time 4 hour. The reactants are NC=1SC2=NC(=CC=C2N1)OC=1C=C(C=CC1Cl)NC(C1=CC(=CC=C1)C(C)(C)C#N)=O (N-{3-[(2-amino[1,3]thiazolo[5,4-b]pyridin-5-yl)oxy]-4-chlorophenyl}-3-(1-cyano-1-methylethyl)benzamide), ClCC(=O)Cl (chloroacetyl chloride). Product: ClC1=C(C=C(C=C1)NC(C1=CC(=CC=C1)C(C)(C)C#N)=O)OC1=CC=C2C(=N1)SC(=N2)NC(CCl)=O (N-[4-chloro-3-({2-[(chloroacetyl)amino][1,3]thiazolo[5,4-b]pyridin-5-yl}oxy)phenyl]-3-(1-cyano-1-methylethyl)benzamide). Reported procedure: To a solution of N-{3-[(2-amino[1,3]thiazolo[5,4-b]pyridin-5-yl)oxy]-4-chlorophenyl}-3-(1-cyano-1-methylethyl)benzamide (200 mg, 0.431 mmol) produced in Example C50(v) in N,N-dimethylacetamide (3.0 mL) was added chloroacetyl chloride (75.4 μL, 0.948 mmol), and the mixture was stirred at room temperature for 4 hr. The reaction mixture was diluted with ethyl acetate (20 mL), washed with 5% aqueous sodium hydrogen carbonate solution (20 mL) and saturated brine (20 mL), and dried over anhydrous sodi... The reactants are C([O-])([O-])=O.[K+].[K+] (potassium carbonate), OC1=CC(=C(C=O)C=C1)[N+](=O)[O-] (4-hydroxy-2-nitrobenzaldehyde), C(C1=CC=CC=C1)Br (benzyl bromide). Solvent: CN(C)C=O (DMF). Yields the product C(C1=CC=CC=C1)OC1=CC(=C(C=O)C=C1)[N+](=O)[O-] (4-benzyloxy-2-nitrobenzaldehyde). Isolated yield 99.4%. Reaction SMILES: C(=O)([O-])[O-].[K+].[K+].[OH:7][C:8]1[CH:15]=[CH:14][C:11]([CH:12]=[O:13])=[C:10]([N+:16]([O-:18])=[O:17])[CH:9]=1.[CH2:19](Br)[C:20]1[CH:25]=[CH:24][CH:23]=[CH:22][CH:21]=1>CN(C=O)C>[CH2:19]([O:7][C:8]1[CH:15]=[CH:14][C:11]([CH:12]=[O:13])=[C:10]([N+:16]([O-:18])=[O:17])[CH:9]=1)[C:20]1[CH:25]=[CH:24][CH:23]=[CH:22][CH:21]=1 |f:0.1.2|. Reported procedure: 8.51 g (61.57 mmol) of potassium carbonate are added to a solution of 10.0 g (58.64 mmol) of 4-hydroxy-2-nitrobenzaldehyde in 70 ml of DMF. The solution is briefly stirred, then 10.53 g (61.57 mmol) of benzyl bromide are added and the reaction mixture is stirred at room temperature for 3 h. The resulting solid is then filtered off, 250 ml of water are added to the filtrate and the aqueous phase is extracted 3× with ethyl acetate. The organic phase is washed twice with water, dried over sodium su... The reactants are CC(=O)N1N=C(c2ccc([N+](=O)[O-])cc2)c2ccc(Cl)cc2CC1C, CN=C=O, ClCCl. Yields the product CNC(=O)N1N=C(c2ccc([N+](=O)[O-])cc2)c2ccc(Cl)cc2CC1C. As a reaction SMILES: [C:1]([CH3:2])(=[O:3])[N:4]1[N:5]=[C:6]([c:17]2[cH:18][cH:19][c:20]([N+:23](=[O:24])[O-:25])[cH:21][cH:22]2)[c:7]2[c:8]([cH:12][c:13]([Cl:16])[cH:14][cH:15]2)[CH2:9][CH:10]1[CH3:11].[CH3:26][N:27]=[C:28]=[O:29].[Cl:30][CH2:31][Cl:32]>>[C:1](=[O:3])([N:4]1[N:5]=[C:6]([c:17]2[cH:18][cH:19][c:20]([N+:23](=[O:24])[O-:25])[cH:21][cH:22]2)[c:7]2[c:8]([cH:12][c:13]([Cl:16])[cH:14][cH:15]2)[CH2:9][CH:10]1[CH3:11])[NH:27][CH3:26]. The reactants are N1CCCCC1 (piperidine), FC(F)(F)C1=C(C=O)C=CC=C1 (trifluoromethylbenzaldehyde), C1(=CC=CC=C1)C (toluene), C(C)(C)(C)C1=C(C=CC(=C1)C(C)(C)C)O (2,4-di-tert-butylphenol), C1(=CC=CC=C1)C (toluene). Product: C(C)(C)(C)C1=C(C(=CC(=C1)C(C)(C)C)C(C1=CC=C(C=C1)C(F)(F)F)N1CCCCC1)O (2,4-di-tert-butyl-6-[piperidin-1-yl-(4-trifluoromethyl-phenyl)-methyl]-phenol). Yield: 79.0%. Reaction SMILES: [NH:1]1[CH2:6][CH2:5][CH2:4][CH2:3][CH2:2]1.[F:7][C:8]([C:11]1[CH:18]=[CH:17][CH:16]=[CH:15][C:12]=1C=O)([F:10])[F:9].[C:19]([C:23]1[CH:28]=[C:27]([C:29]([CH3:32])([CH3:31])[CH3:30])[CH:26]=[CH:25][C:24]=1[OH:33])([CH3:22])([CH3:21])[CH3:20].[C:34]1(C)C=CC=CC=1>>[C:19]([C:23]1[CH:28]=[C:27]([C:29]([CH3:32])([CH3:31])[CH3:30])[CH:26]=[C:25]([CH:34]([N:1]2[CH2:6][CH2:5][CH2:4][CH2:3][CH2:2]2)[C:16]2[CH:15]=[CH:12][C:11]([C:8]([F:7])([F:9])[F:10])=[CH:18][CH:17]=2)[C:24]=1[OH:33])([CH3:22])([CH3:21])[CH3:20]. Procedure details: 8.29 g (97.33 mmol) of piperidine are added, at room temperature, to a solution of 7.74 g (44.43 mmol) of trifluoromethylbenzaldehyde in 50 ml of toluene. The slightly yellow-colored solution is boiled under reflux for 4 hours; approximately 1 ml of water is separated off using a water separator, and a solution of 8.73 g (42.32 mmol) of 2,4-di-tert-butylphenol in 15 ml of toluene is then added dropwise. The reaction mixture is boiled at reflux for further 17 hours and then cooled to room tempera... Starting materials: O=C(CBr)c1ccc(Br)cc1, CCO, [K+], O, N#C[S-]. The product is N#CSCC(=O)c1ccc(Br)cc1. As a reaction SMILES: [Br:1][CH2:2][C:3](=[O:4])[c:5]1[cH:6][cH:7][c:8]([Br:11])[cH:9][cH:10]1.[CH3:17][CH2:18][OH:19].[K+:12].[OH2:16].[S-:13][C:14]#[N:15]>>[CH2:2]([C:3](=[O:4])[c:5]1[cH:6][cH:7][c:8]([Br:11])[cH:9][cH:10]1)[S:13][C:14]#[N:15].